From a dataset of the Open Reaction Database (ORD), a public repository of structured organic reaction records. describe an organic reaction: reactants, conditions, products, and yield Reaction conditions: time 8 hour. Reaction SMILES: [CH2:1]([N:8]1[CH2:12][C@@H:11]([O:13][CH3:14])[C@H:10](O)[CH2:9]1)[C:2]1[CH:7]=[CH:6][CH:5]=[CH:4][CH:3]=1.C1(P(C2C=CC=CC=2)C2C=CC=CC=2)C=CC=CC=1.[N:35](C(OCC)=O)=NC(OCC)=O.C1(=O)NC(=O)C2=CC=CC=C12>O1CCCC1>[NH2:35][C@H:10]1[C@@H:11]([O:13][CH3:14])[CH2:12][N:8]([CH2:1][C:2]2[CH:7]=[CH:6][CH:5]=[CH:4][CH:3]=2)[CH2:9]1. Reactants: C1(C=2C(C(N1)=O)=CC=CC2)=O (phthalimide), C(C1=CC=CC=C1)N1C[C@H]([C@@H](C1)OC)O (trans-1-benzyl-3-hydroxy-4-methoxypyrrolidine), C1(=CC=CC=C1)P(C1=CC=CC=C1)C1=CC=CC=C1 (triphenylphosphine), N(=NC(=O)OCC)C(=O)OCC (diethyl azodicarboxylate). Reported procedure: 5.6 g (25 mmol) of trans-1-benzyl-3-hydroxy-4-methoxypyrrolidine and 8.6 g (33 mmol) of triphenylphosphine are initially introduced into 40 ml of absolute tetrahydrofuran and a solution of 6 g (34 mmol) of diethyl azodicarboxylate in 40 ml of absolute tetrahydrofuran is added dropwise at 0° C. 3.9 g (27 mmol) of phthalimide are then added in small portions at 0° C. in the course of one hour. The mixture is stirred at room temperature overnight and concentrated. The residue is dissolved in 80 ml ... Solvent: O1CCCC1 (tetrahydrofuran), O1CCCC1 (tetrahydrofuran). Product: N[C@@H]1CN(C[C@@H]1OC)CC1=CC=CC=C1 (cis-3-Amino-1-benzyl-4-methoxy-pyrrolidine). Reactants: Nc1cc(Br)cc(Br)c1, O=C([O-])[O-], CS(C)=O, [Cs+], [Cs+], [Cu]I, O, O=C(O)C1CCCN1, c1cn[nH]c1. Yields the product Nc1cc(Br)cc(-n2cccn2)c1. As a reaction SMILES: [Br:1][c:2]1[cH:3][c:4]([NH2:5])[cH:6][c:7]([Br:9])[cH:8]1.[C:18](=[O:19])([O-:20])[O-:21].[CH3:29][S:30]([CH3:31])=[O:32].[Cs+:22].[Cs+:23].[Cu:33][I:34].[OH2:35].[OH:10][C:11]([CH:12]1[NH:13][CH2:14][CH2:15][CH2:16]1)=[O:17].[nH:24]1[n:25][cH:26][cH:27][cH:28]1>>[Br:1][c:2]1[cH:3][c:4]([NH2:5])[cH:6][c:7](-[n:24]2[n:25][cH:26][cH:27][cH:28]2)[cH:8]1. Starting materials: O1CCCC1 (tetrahydrofuran), CN(C(C1=C(C=CC=C1)N)=O)OC (N-methyl-N-methyloxy-2-aminobenzamide), C(C)(C)(C)OC(=O)NCC1=CC(=CC=C1)Br (N-tert-butoxycarbonyl-3-bromobenzylamine), C(CCC)[Li] (n-butyl lithium). The solvent is O (water), CCCCCC (hexane), C(C)OC(C)=O (acetic acid ethyl ester). The product is NC1=C(C(=O)C2=CC(=CC=C2)CNC(=O)OC(C)(C)C)C=CC=C1 (2-amino-3′-(tert-butoxycarbonylaminomethyl)benzophenone), product. As a reaction SMILES: O1CCCC1.CN(OC)[C:8](=[O:16])[C:9]1[CH:14]=[CH:13][CH:12]=[CH:11][C:10]=1[NH2:15].[C:19]([O:23][C:24]([NH:26][CH2:27][C:28]1[CH:33]=[CH:32][CH:31]=[C:30](Br)[CH:29]=1)=[O:25])([CH3:22])([CH3:21])[CH3:20].C([Li])CCC>C(OC(=O)C)C.O.CCCCCC>[NH2:15][C:10]1[CH:11]=[CH:12][CH:13]=[CH:14][C:9]=1[C:8]([C:32]1[CH:31]=[CH:30][CH:29]=[C:28]([CH2:27][NH:26][C:24]([O:23][C:19]([CH3:22])([CH3:21])[CH3:20])=[O:25])[CH:33]=1)=[O:16]. Procedure: A tetrahydrofuran (30 ml) solution of N-methyl-N-methyloxy-2-aminobenzamide (2.70 g) and N-tert-butoxycarbonyl-3-bromobenzylamine (2.86 g) was cooled to −78° C. To the solution was gradually added dropwise a hexane solution of n-butyl lithium (1.6 mol/L) (31 ml). To the mixture were then added water (70 ml) and acetic acid ethyl ester (70 ml). The organic layer was washed with water and dried over anhydrous MgSO4. The solvent was then distilled off. The residual oily compound was purified by mea... Reactants: COC(C)(C)C, C1CCOC1, C#CC(O)CCCCC, Oc1cccc(F)c1F, CC(C)OC(=O)N=NC(=O)OC(C)C, c1ccc(P(c2ccccc2)c2ccccc2)cc1. Yields the product C#CC(CCCCC)Oc1cccc(F)c1F. Reaction SMILES: [C:57]([O:58][CH3:59])([CH3:60])([CH3:61])[CH3:62].[CH2:52]1[O:53][CH2:54][CH2:55][CH2:56]1.[CH:10]#[C:11][CH:12]([CH2:13][CH2:14][CH2:15][CH2:16][CH3:17])[OH:18].[F:1][c:2]1[c:3]([OH:9])[cH:4][cH:5][cH:6][c:7]1[F:8].[O:38]=[C:39]([O:40][CH:41]([CH3:42])[CH3:43])[N:44]=[N:45][C:46]([O:47][CH:48]([CH3:49])[CH3:50])=[O:51].[c:19]1([P:20]([c:21]2[cH:22][cH:23][cH:24][cH:25][cH:26]2)[c:27]2[cH:28][cH:29][cH:30][cH:31][cH:32]2)[cH:33][cH:34][cH:35][cH:36][cH:37]1>>[F:1][c:2]1[c:3]([O:9][CH:12]([C:11]#[CH:10])[CH2:13][CH2:14][CH2:15][CH2:16][CH3:17])[cH:4][cH:5][cH:6][c:7]1[F:8]. The reactants are C(C)(=O)OC=C1C=CC2C(C(C12)=O)(Cl)Cl (4-(acetoxymethylene)-7,7-dichloro-6-oxobicyclo[3.2.0]hept-2-ene), C(C)(=O)O (acetic acid). Reagents/catalysts: [Zn] (zinc), [Zn] (zinc), [Zn] (zinc). The solvent is C(Cl)Cl (methylene chloride). Conditions: time 15 minute. Product: C(C)(=O)OC=C1C=CC2CC(C12)=O (4-(acetoxymethylene)-6-oxobicyclo[3.2.0]hept-2-ene). The yield is 63.2%. Reaction SMILES: [C:1]([O:4][CH:5]=[C:6]1[CH:12]2[CH:9]([C:10](Cl)(Cl)[C:11]2=[O:13])[CH:8]=[CH:7]1)(=[O:3])[CH3:2].C(O)(=O)C>C(Cl)Cl.[Zn]>[C:1]([O:4][CH:5]=[C:6]1[CH:12]2[CH:9]([CH2:10][C:11]2=[O:13])[CH:8]=[CH:7]1)(=[O:3])[CH3:2]. Reported procedure: A mixture of 540 mg of 4-(acetoxymethylene)-7,7-dichloro-6-oxobicyclo[3.2.0]hept-2-ene, 600 mg of zinc dust and 10 mL of acetic acid was stirred at room temperature for 15 min under argon. An additional 500 mg of zinc was then added; the mixture was stirred between 75° and 80° for 1 hr. The temperature was raised to between 85° and 90° and after addition of 1 g of zinc dust the mixture was stirred for 1 hr. The cooled reaction mixture was diluted with methylene chloride, filtered and evaporated ... The reactants are [OH-].[Li+] (lithium hydroxide), FC1=C(COC2=CC(=CC=3N2N=C(C3C(=O)NC32CCC(CC3)(CC2)C(=O)OC)C)C)C(=CC=C1)F (Methyl 4-[({7-[(2,6-difluorobenzyl)oxy]-2,5-dimethylpyrazolo[1,5-a]pyridin-3-yl}carbonyl)amino]bicyclo[2.2.2]octane-1-carboxylate), C(=O)O (formic acid). Solvent: C1CCOC1.CO (THF methanol). Reaction conditions: temperature 40 celsius, time 10 hour. Yields the product FC1=C(COC2=CC(=CC=3N2N=C(C3C(=O)NC32CCC(CC3)(CC2)C(=O)O)C)C)C(=CC=C1)F (4-[({7-[(2,6-Difluorobenzyl)oxy]-2,5-dimethylpyrazolo[1,5-a]pyridin-3-yl}carbonyl)amino]bicyclo[2.2.2]octane-1-carboxylic Acid). Yield: 75.0%. RXN SMILES: [F:1][C:2]1[CH:35]=[CH:34][CH:33]=[C:32]([F:36])[C:3]=1[CH2:4][O:5][C:6]1[N:11]2[N:12]=[C:13]([CH3:30])[C:14]([C:15]([NH:17][C:18]34[CH2:25][CH2:24][C:21]([C:26]([O:28]C)=[O:27])([CH2:22][CH2:23]3)[CH2:20][CH2:19]4)=[O:16])=[C:10]2[CH:9]=[C:8]([CH3:31])[CH:7]=1.[OH-].[Li+].C(O)=O>C1COCC1.CO>[F:36][C:32]1[CH:33]=[CH:34][CH:35]=[C:2]([F:1])[C:3]=1[CH2:4][O:5][C:6]1[N:11]2[N:12]=[C:13]([CH3:30])[C:14]([C:15]([NH:17][C:18]34[CH2:19][CH2:20][C:21]([C:26]([OH:28])=[O:27])([CH2:22][CH2:23]3)[CH2:24][CH2:25]4)=[O:16])=[C:10]2[CH:9]=[C:8]([CH3:31])[CH:7]=1 |f:1.2,4.5|. Procedure: 56 mg (0.113 mmol) of methyl 4-[({7-[(2,6-difluorobenzyl)oxy]-2,5-dimethylpyrazolo[1,5-a]pyridin-3-yl}carbonyl)amino]bicyclo[2.2.2]octane-1-carboxylate from Example 152 were dissolved in 1.1 ml of THF/methanol (5/1), and 8.1 mg (0.339 mmol) of lithium hydroxide were added. The mixture was stirred at 40° C. for 10 h. After cooling, the mixture was acidified with 20 μl of formic acid and purified by means of preparative HPLC (RP18 column, eluent:acetonitrile/water gradient with addition of 0.05% f... The reactants are CC(C)(C)OC(=O)n1ccc2cc(I)ccc21, O=C([O-])[O-], CC(=O)[O-], CC(=O)[O-], CN1CCNCC1, Cc1ccccc1, [Cs+], [Cs+], O, [Pd+2]. Product: CN1CCN(c2ccc3c(ccn3C(=O)OC(C)(C)C)c2)CC1. As a reaction SMILES: [C:1]([CH3:2])([CH3:3])([CH3:4])[O:5][C:6](=[O:7])[n:8]1[cH:9][cH:10][c:11]2[cH:12][c:13]([I:17])[cH:14][cH:15][c:16]12.[C:25](=[O:26])([O-:27])[O-:28].[C:39]([O-:40])(=[O:41])[CH3:42].[C:44]([O-:45])(=[O:46])[CH3:47].[CH3:18][N:19]1[CH2:20][CH2:21][NH:22][CH2:23][CH2:24]1.[CH3:32][c:33]1[cH:34][cH:35][cH:36][cH:37][cH:38]1.[Cs+:29].[Cs+:30].[OH2:31].[Pd+2:43]>>[C:1]([CH3:2])([CH3:3])([CH3:4])[O:5][C:6](=[O:7])[n:8]1[cH:9][cH:10][c:11]2[cH:12][c:13]([N:22]3[CH2:21][CH2:20][N:19]([CH3:18])[CH2:24][CH2:23]3)[cH:14][cH:15][c:16]12.